This data is from the Open Reaction Database (ORD), a public repository of structured organic reaction records. The task is: describe an organic reaction: reactants, conditions, products, and yield The reactants are [OH-].[Na+] (sodium hydroxide), C(C)(=O)N1N=CC=2C3CN(CC(CC12)N3S(=O)(=O)C3=CC=C(C=C3)Cl)C(C)=O (1-[5-acetyl-12-(4-chloro-benzenesulfonyl)-4,5,10,12-tetraaza-tricyclo[6.3.1.02,6]dodeca-2(6),3-dien-10-yl]-ethanone). Run in C1CCOC1 (THF), C(C)(=O)OCC (ethyl acetate), O (water). Reaction conditions: time 3 hour. Product: ClC1=CC=C(C=C1)S(=O)(=O)N1C2C=3C=NNC3CC1CN(C2)C(C)=O (1-[12-(4-chloro-benzenesulfonyl)-4,5,10,12-tetraaza-tricyclo[6.3.1.02,6]dodeca-2(6),3-dien-10-yl]-ethanone). Reaction SMILES: [OH-].[Na+].C([N:6]1[C:16]2[CH2:15][CH:14]3[N:17]([S:18]([C:21]4[CH:26]=[CH:25][C:24]([Cl:27])=[CH:23][CH:22]=4)(=[O:20])=[O:19])[CH:10]([CH2:11][N:12]([C:28](=[O:30])[CH3:29])[CH2:13]3)[C:9]=2[CH:8]=[N:7]1)(=O)C>C1COCC1.C(OCC)(=O)C.O>[Cl:27][C:24]1[CH:23]=[CH:22][C:21]([S:18]([N:17]2[CH:14]3[CH2:13][N:12]([C:28](=[O:30])[CH3:29])[CH2:11][CH:10]2[C:9]2[CH:8]=[N:7][NH:6][C:16]=2[CH2:15]3)(=[O:19])=[O:20])=[CH:26][CH:25]=1 |f:0.1|. Reported procedure: Aqueous sodium hydroxide (3 N, 0.56 mL, 1.70 mmol) was added to a stirring solution of 1-[5-acetyl-12-(4-chloro-benzenesulfonyl)-4,5,10,12-tetraaza-tricyclo[6.3.1.02,6]dodeca-2(6),3-dien-10-yl]-ethanone (240 mg, 0.567 mmol) in THF (2 mL). The reaction mixture was stirred for 3 h at room temperature and subsequently diluted with ethyl acetate (10 mL) and water (5 mL). The phases were separated and the aqueous layer was extracted with ethyl acetate (2×5 mL). The organic extracts were combined, dri... Reactants: FC1=CC2=C(C(=NO2)C2=CC=C(C=C2)OC[C@H]2OC2)C=C1 ((S)-6-fluoro-3-(4-oxiranylmethoxy-phenyl)-benzo[d]isoxazole), C1(=CC=CC=C1)N1CCNCC1 (1-phenylpiperazine). The solvent is CN(C=O)C (dimethylformamide), C(C)O (ethanol). Product: FC1=CC2=C(C(=NO2)C2=CC=C(OC[C@H](CN3CCN(CC3)C3=CC=CC=C3)O)C=C2)C=C1 ((S)-1-[4-(6-fluoro-benzo[d]isoxazol-3-yl)-phenoxy]-3-(4-phenyl-piperazin-1-yl)-propan-2-ol). Reaction SMILES: [F:1][C:2]1[CH:21]=[CH:20][C:5]2[C:6]([C:9]3[CH:14]=[CH:13][C:12]([O:15][CH2:16][C@@H:17]4[CH2:19][O:18]4)=[CH:11][CH:10]=3)=[N:7][O:8][C:4]=2[CH:3]=1.[C:22]1([N:28]2[CH2:33][CH2:32][NH:31][CH2:30][CH2:29]2)[CH:27]=[CH:26][CH:25]=[CH:24][CH:23]=1>CN(C)C=O.C(O)C>[F:1][C:2]1[CH:21]=[CH:20][C:5]2[C:6]([C:9]3[CH:14]=[CH:13][C:12]([O:15][CH2:16][C@@H:17]([OH:18])[CH2:19][N:31]4[CH2:32][CH2:33][N:28]([C:22]5[CH:27]=[CH:26][CH:25]=[CH:24][CH:23]=5)[CH2:29][CH2:30]4)=[CH:11][CH:10]=3)=[N:7][O:8][C:4]=2[CH:3]=1. Reported procedure: The title compound is prepared from a mixture of (S)-6-fluoro-3-(4-oxiranylmethoxy-phenyl)-benzo[d]isoxazole in dimethylformamide and 1-phenylpiperazine in ethanol essentially as described above in Example 21. Purity by LC/MS=99%, [M+H]+=448. Reactants: C(C1=CC=CC=C1)N(C=1C=CC=C2CCNC(C12)=O)CC1=CC=CC=C1 (8-dibenzylamino-3,4-dihydro-2H-isoquinolin-1-one), BrCCF (1-bromo-2-fluoro-ethane), [H-].[Na+] (sodium hydride). Solvent: C(C)(=O)OCC (ethyl acetate). Yields the product C(C1=CC=CC=C1)N(C=1C=CC=C2CCN(C(C12)=O)CCF)CC1=CC=CC=C1 (8-dibenzylamino-2-(2-fluoro-ethyl)-3,4-dihydro-2H-isoquinolin-1-one). As a reaction SMILES: [CH2:1]([N:8]([CH2:20][C:21]1[CH:26]=[CH:25][CH:24]=[CH:23][CH:22]=1)[C:9]1[CH:10]=[CH:11][CH:12]=[C:13]2[C:18]=1[C:17](=[O:19])[NH:16][CH2:15][CH2:14]2)[C:2]1[CH:7]=[CH:6][CH:5]=[CH:4][CH:3]=1.Br[CH2:28][CH2:29][F:30].[H-].[Na+]>C(OCC)(=O)C>[CH2:20]([N:8]([CH2:1][C:2]1[CH:3]=[CH:4][CH:5]=[CH:6][CH:7]=1)[C:9]1[CH:10]=[CH:11][CH:12]=[C:13]2[C:18]=1[C:17](=[O:19])[N:16]([CH2:28][CH2:29][F:30])[CH2:15][CH2:14]2)[C:21]1[CH:26]=[CH:25][CH:24]=[CH:23][CH:22]=1 |f:2.3|. Procedure: 1.06 g (3.095 mmol) 8-dibenzylamino-3,4-dihydro-2H-isoquinolin-1-one are combined with 1.5 ml (12 mmol) 1-bromo-2-fluoro-ethane and at ambient temperature 780 mg (19.50 mmol) sodium hydride are added batchwise over a period of 30 h. The reaction mixture is diluted with ethyl acetate and extracted with sodium hydrogen carbonate solution. The organic phases are dried and the solvent is eliminated in vacuo. The crude product is purified by column chromatography. The carrier used is silica gel and t... Reactants: O=C([O-])[O-], CN1CCCC1=O, FC(F)(F)c1nnc(Cl)s1, Cl, [Cs+], [Cs+], O, CC(=O)NC1Cc2ccc(S(N)(=O)=O)cc2C1. Yields the product CC(=O)NC1Cc2ccc(S(=O)(=O)Nc3nnc(C(F)(F)F)s3)cc2C1. Reaction SMILES: [C:28](=[O:29])([O-:30])[O-:31].[CH3:36][N:37]1[CH2:38][CH2:39][CH2:40][C:41]1=[O:42].[Cl:1][c:2]1[s:3][c:4]([C:7]([F:8])([F:9])[F:10])[n:5][n:6]1.[ClH:34].[Cs+:32].[Cs+:33].[OH2:35].[S:11]([NH2:12])(=[O:13])(=[O:14])[c:15]1[cH:16][c:17]2[c:21]([cH:22][cH:23]1)[CH2:20][CH:19]([NH:24][C:25]([CH3:26])=[O:27])[CH2:18]2>>[c:2]1([NH:12][S:11](=[O:13])(=[O:14])[c:15]2[cH:16][c:17]3[c:21]([cH:22][cH:23]2)[CH2:20][CH:19]([NH:24][C:25]([CH3:26])=[O:27])[CH2:18]3)[s:3][c:4]([C:7]([F:8])([F:9])[F:10])[n:5][n:6]1. Starting materials: CS(=O)c1nc(N)nc(-c2ccco2)c1Br, C1CCC2=NCCCN2CC1, C1COCCO1, OCC=Cc1ccccc1. Product: Nc1nc(OCC=Cc2ccccc2)c(Br)c(-c2ccco2)n1. Reaction SMILES: [Br:1][c:2]1[c:3](-[c:12]2[o:13][cH:14][cH:15][cH:16]2)[n:4][c:5]([NH2:11])[n:6][c:7]1[S:8]([CH3:9])=[O:10].[CH2:27]1[CH2:28][CH2:29][C:30]2=[N:35][CH2:34][CH2:33][CH2:32][N:31]2[CH2:36][CH2:37]1.[O:38]1[CH2:39][CH2:40][O:41][CH2:42][CH2:43]1.[OH:17][CH2:18][CH:19]=[CH:20][c:21]1[cH:22][cH:23][cH:24][cH:25][cH:26]1>>[Br:1][c:2]1[c:3](-[c:12]2[o:13][cH:14][cH:15][cH:16]2)[n:4][c:5]([NH2:11])[n:6][c:7]1[O:17][CH2:18][CH:19]=[CH:20][c:21]1[cH:22][cH:23][cH:24][cH:25][cH:26]1. The reactants are [BH4-], C1CCOC1, COc1cc2c(c(C)c1C)NCC1(CCC1)C2=O, CO, [Na+]. Yields the product COc1cc2c(c(C)c1C)NCC1(CCC1)C2O. Reaction SMILES: [BH4-:19].[CH2:21]1[O:22][CH2:23][CH2:24][CH2:25]1.[CH3:1][O:2][c:3]1[cH:4][c:5]2[c:13]([c:14]([CH3:17])[c:15]1[CH3:16])[NH:12][CH2:11][C:7]1([C:6]2=[O:18])[CH2:8][CH2:9][CH2:10]1.[CH3:26][OH:27].[Na+:20]>>[CH3:1][O:2][c:3]1[cH:4][c:5]2[c:13]([c:14]([CH3:17])[c:15]1[CH3:16])[NH:12][CH2:11][C:7]1([CH:6]2[OH:18])[CH2:8][CH2:9][CH2:10]1. Reactants: O=C(Cl)c1ccccc1, C#CCC(O)CCCC, C#C, O, c1ccncc1. Product: C#CCC(CCCC)OC(=O)c1ccccc1. RXN SMILES: [C:10]([c:11]1[cH:12][cH:13][cH:14][cH:15][cH:16]1)(=[O:17])[Cl:18].[CH:1]#[C:2][CH2:3][CH:4]([CH2:5][CH2:6][CH2:7][CH3:8])[OH:9].[CH:20]#[CH:21].[OH2:19].[cH:22]1[cH:23][cH:24][n:25][cH:26][cH:27]1>>[CH:1]#[C:2][CH2:3][CH:4]([CH2:5][CH2:6][CH2:7][CH3:8])[O:9][C:10]([c:11]1[cH:12][cH:13][cH:14][cH:15][cH:16]1)=[O:17]. The reactants are BrBr (bromine), ClC1=CC=C(OCC(C(CCC=C)(C)O)(C)C)C=C1 (7-(4-chlorophenoxy)-5-hydroxy-5,6,6-trimethyl-hept-1-ene), N1=CC=CC2=CC=CC=C12 (quinoline). The solvent is C(Cl)(Cl)Cl (chloroform). Product: BrCC1OC(CC1)(C)C(COC1=CC=C(C=C1)Cl)(C)C (2-bromomethyl-5-[1-(4-chlorophenoxy)-2-methylprop-2-yl]-5-methyl-tetrahydrofuran). Isolated yield 90.4%. Reaction SMILES: [Br:1]Br.[Cl:3][C:4]1[CH:21]=[CH:20][C:7]([O:8][CH2:9][C:10]([CH3:19])([CH3:18])[C:11]([OH:17])([CH3:16])[CH2:12][CH2:13][CH:14]=[CH2:15])=[CH:6][CH:5]=1.N1C2C(=CC=CC=2)C=CC=1>C(Cl)(Cl)Cl>[Br:1][CH2:15][CH:14]1[CH2:13][CH2:12][C:11]([C:10]([CH3:19])([CH3:18])[CH2:9][O:8][C:7]2[CH:20]=[CH:21][C:4]([Cl:3])=[CH:5][CH:6]=2)([CH3:16])[O:17]1. Procedure details: 16 g (0.1 mole) of bromine are added dropwise to 28.2 g (0.1 mole) of 7-(4-chlorophenoxy)-5-hydroxy-5,6,6-trimethyl-hept-1-ene in 200 ml of absolute chloroform at room temperature, with stirring, followed by 13 g (0.1 mole) of quinoline, at -10° C. with cooling. The reaction mixture is stirred at room temperature for a further 2 hours and concentrated in vacuo, the residue is taken up in ether, the mixture is filtered and concentrated again in vacuo and the residue is stirred at 95° C. on a wate...